From a dataset of the Open Reaction Database (ORD), a public repository of structured organic reaction records. describe an organic reaction: reactants, conditions, products, and yield The reactants are O (Water), C(C)=C1C(OC2=CC=C(C=C2C1=S)C)C1=CC=CC=C1 (3-ethylidene-6-methyl-thioflavanone), [Se](=O)=O (selenium dioxide), OO (hydrogen peroxide). Solvent: O1CCOCC1 (dioxane). The product is 3-ethylidene-6-methyl-thioflavanone-1,1-dioxide. RXN SMILES: [CH:1](=[C:3]1[C:12](=[S:13])[C:11]2[C:6](=[CH:7][CH:8]=[C:9]([CH3:14])[CH:10]=2)O[CH:4]1[C:15]1[CH:20]=[CH:19][CH:18]=[CH:17][CH:16]=1)[CH3:2].[Se](=O)=O.[OH:24][OH:25].[OH2:26]>O1CCOCC1>[CH:1](=[C:3]1[C:12](=[S:13])[C:11]2[C:6](=[CH:7][CH:8]=[C:9]([CH3:14])[CH:10]=2)[O+:24](=[O:26])([O-:25])[CH:4]1[C:15]1[CH:20]=[CH:19][CH:18]=[CH:17][CH:16]=1)[CH3:2]. Reported procedure: A solution of 1 g 3-ethylidene-6-methyl-thioflavanone, 100 mg selenium dioxide, 3.65 ml 30% hydrogen peroxide in 10 ml dioxane is warmed at 70° C. for 5 hours. Water is added and extraction with methylene chloride is followed by drying over magnesium sulfate and evaporation. The resulting white solid is purified by column chromatography over silicagel using methylene chloride as eluant. The best fractions are are mixed and recrystallised in a mixture of hexane and toluene. Pure 3-ethylidene-6-me... Reactants: Brc1ccc2[nH]ccc2c1, CCCC[N+](CCCC)(CCCC)CCCC, Cc1ccccc1, O, O=S(=O)([O-])O, O=S(=O)(Cl)c1ccccc1. Product: O=S(=O)(c1ccccc1)n1ccc2cc(Br)ccc21. RXN SMILES: [Br:1][c:2]1[cH:3][c:4]2[cH:5][cH:6][nH:7][c:8]2[cH:9][cH:10]1.[CH2:26]([N+:27]([CH2:28][CH2:29][CH2:30][CH3:31])([CH2:32][CH2:33][CH2:34][CH3:35])[CH2:36][CH2:37][CH2:38][CH3:39])[CH2:40][CH2:41][CH3:42].[CH3:43][c:44]1[cH:45][cH:46][cH:47][cH:48][cH:49]1.[OH2:50].[S:21]([O-:22])([OH:23])(=[O:24])=[O:25].[c:11]1([S:17](=[O:18])(=[O:19])[Cl:20])[cH:12][cH:13][cH:14][cH:15][cH:16]1>>[Br:1][c:2]1[cH:3][c:4]2[cH:5][cH:6][n:7]([S:17]([c:11]3[cH:12][cH:13][cH:14][cH:15][cH:16]3)(=[O:18])=[O:19])[c:8]2[cH:9][cH:10]1. Starting materials: Cc1sc2nc(-c3ccncc3)nc(Cl)c2c1Cl, NCc1ccccc1. Yields the product Cc1sc2nc(-c3ccncc3)nc(NCc3ccccc3)c2c1Cl. RXN SMILES: [Cl:9][c:10]1[c:11]2[c:12]([n:13][c:14](-[c:16]3[cH:17][cH:18][n:19][cH:20][cH:21]3)[n:15]1)[s:22][c:23]([CH3:26])[c:24]2[Cl:25].[NH2:1][CH2:2][c:3]1[cH:4][cH:5][cH:6][cH:7][cH:8]1>>[NH:1]([CH2:2][c:3]1[cH:4][cH:5][cH:6][cH:7][cH:8]1)[c:10]1[c:11]2[c:12]([n:13][c:14](-[c:16]3[cH:17][cH:18][n:19][cH:20][cH:21]3)[n:15]1)[s:22][c:23]([CH3:26])[c:24]2[Cl:25]. Starting materials: S1C(=NC=C1)C1=CC(CC2=CC(=CC=C12)OC)C(=O)OCC (1-(2-thiazolyl)-3-carbethoxy-6-methoxy-3,4-dihydronaphthalene). Solvent: C=1C=CC=2C(C1)=CC=CC2O (Naphthol). The product is C(#N)C1=CC(=CC2=CC(=CC=C12)OC)C(=O)OCC (1-Cyano-3-carbethoxy-6-methoxynaphthalene). RXN SMILES: S1C=C[N:3]=[C:2]1[C:6]1[C:15]2[C:10](=[CH:11][C:12]([O:16][CH3:17])=[CH:13][CH:14]=2)[CH2:9][CH:8]([C:18]([O:20][CH2:21][CH3:22])=[O:19])[CH:7]=1>C1C=CC2C(=CC=CC=2O)C=1>[C:2]([C:6]1[C:15]2[C:10](=[CH:11][C:12]([O:16][CH3:17])=[CH:13][CH:14]=2)[CH:9]=[C:8]([C:18]([O:20][CH2:21][CH3:22])=[O:19])[CH:7]=1)#[N:3]. Procedure: Following the procedure described in Naphthol 5, Step 6, but substituting the ester from Step 2 for 1-(2-thiazolyl)-3-carbethoxy-6-methoxy-3,4-dihydronaphthalene, the title product was obtained as a white solid. Yields the product ClC1=CC=C(CNC(=O)C=2C(C3=C(N(C2)CC(=O)O)SC(=C3)C#CCO)=O)C=C1 (2-[5-{[(4-chlorobenzyl)amino]carbonyl}-2-(3-hydroxy-1-propynyl)-4-oxothieno[2,3-b]pyridin-7(4H)-yl]acetic acid). As a reaction SMILES: [Cl:1][C:2]1[CH:25]=[CH:24][C:5]([CH2:6][NH:7][C:8]([C:10]2[C:11]([OH:23])=[C:12]3[CH:18]=[C:17]([C:19]#[C:20][CH2:21][OH:22])[S:16][C:13]3=[N:14][CH:15]=2)=[O:9])=[CH:4][CH:3]=1.C([O-])([O-])=O.[K+].[K+].Br[CH2:33][C:34]([OH:36])=[O:35]>CN(C=O)C>[Cl:1][C:2]1[CH:3]=[CH:4][C:5]([CH2:6][NH:7][C:8]([C:10]2[C:11](=[O:23])[C:12]3[CH:18]=[C:17]([C:19]#[C:20][CH2:21][OH:22])[S:16][C:13]=3[N:14]([CH2:33][C:34]([OH:36])=[O:35])[CH:15]=2)=[O:9])=[CH:24][CH:25]=1 |f:1.2.3|. Solvent: CN(C)C=O (DMF). The yield is 24.0%. Conditions: temperature 100 celsius, time 18 hour. Procedure details: To a solution of N-(4-chlorobenzyl)-4-hydroxy-2-(3-hydroxy-1-propynyl)-thieno[2,3-b]pyridine-5-carboxamide (Example No. 5) (0.250 g) in DMF (3 mL) is added K2CO3 (0.278 g) and bromoacetic acid (0.279 g). The reaction is heated to 100° C. and stirred for 18 h. An additional 0.200 g of bromoacetic acid is added and the reaction is stirred for an additional 18 h. The reaction mixture is concentrated in vacuo, and the resulting residue is dissolved in 10% NaOH and washed with CH2Cl2. The aqueous lay... The reactants are ClC1=CC=C(CNC(=O)C=2C(=C3C(=NC2)SC(=C3)C#CCO)O)C=C1 (N-(4-chlorobenzyl)-4-hydroxy-2-(3-hydroxy-1-propynyl)-thieno[2,3-b]pyridine-5-carboxamide), BrCC(=O)O (bromoacetic acid), C(=O)([O-])[O-].[K+].[K+] (K2CO3), BrCC(=O)O (bromoacetic acid). The reactants are [Si](C1=CC=CC=C1)(C1=CC=CC=C1)(C(C)(C)C)OC1=CC=C(OC[C@H](CNCCC2=CC=C(NC3CCN(CC3)C(=O)NCCC3=CC(=CC=C3)OC)C=C2)O)C=C1 (4-[4-(2-{[(2S)-3-(4-{[tert-Butyl(diphenyl)silyl]oxy}phenoxy)-2-hydroxy-propyl]amino}ethyl)anilino]-N-(3-methoxyphenethyl)-1-piperidinecarboxamide). The solvent is C(Cl)(Cl)Cl.CO (chloroform methanol). Yields the product COC=1C=C(C=CC1)CCNC(=O)N1CCC(CC1)NC1=CC=C(C=C1)CCNC[C@@H](COC1=CC=C(C=C1)O)O (4-(4-{2-[(2S)-2-Hydroxy-3-(4-hydroxy-phenoxy)-propylamino]-ethyl}-phenylamino)-piperidine-1-carboxylic acid [2-(3-methoxy-phenyl)-ethyl]-amide). Yield: 31.4%. Reaction SMILES: [Si]([O:18][C:19]1[CH:58]=[CH:57][C:22]([O:23][CH2:24][C@@H:25]([OH:56])[CH2:26][NH:27][CH2:28][CH2:29][C:30]2[CH:55]=[CH:54][C:33]([NH:34][CH:35]3[CH2:40][CH2:39][N:38]([C:41]([NH:43][CH2:44][CH2:45][C:46]4[CH:51]=[CH:50][CH:49]=[C:48]([O:52][CH3:53])[CH:47]=4)=[O:42])[CH2:37][CH2:36]3)=[CH:32][CH:31]=2)=[CH:21][CH:20]=1)(C(C)(C)C)(C1C=CC=CC=1)C1C=CC=CC=1>C(Cl)(Cl)Cl.CO>[CH3:53][O:52][C:48]1[CH:47]=[C:46]([CH2:45][CH2:44][NH:43][C:41]([N:38]2[CH2:39][CH2:40][CH:35]([NH:34][C:33]3[CH:54]=[CH:55][C:30]([CH2:29][CH2:28][NH:27][CH2:26][C@H:25]([OH:56])[CH2:24][O:23][C:22]4[CH:21]=[CH:20][C:19]([OH:18])=[CH:58][CH:57]=4)=[CH:31][CH:32]=3)[CH2:36][CH2:37]2)=[O:42])[CH:51]=[CH:50][CH:49]=1 |f:1.2|. Procedure details: 4-[4-(2-{[(2S)-3-(4-{[tert-Butyl(diphenyl)silyl]oxy}phenoxy)-2-hydroxy-propyl]amino}ethyl)anilino]-N-(3-methoxyphenethyl)-1-piperidinecarboxamide (0.110 g, 0.14 mmol) was reacted according to Procedure H to yield (eluant: 5:1 chloroform-methanol) the title compound (0.025 g, 0.044 mmol).